Task: describe an organic reaction: reactants, conditions, products, and yield. Dataset: the Open Reaction Database (ORD), a public repository of structured organic reaction records Reactants: O=[N+]([O-])c1ncc[nH]1, Cc1ccc(S(=O)(=O)CCCS(=O)(=O)c2ccc(C)cc2)cc1. The product is Cc1ccc(S(=O)(=O)CCCc2c[nH]c([N+](=O)[O-])n2)cc1. RXN SMILES: [N+:1](=[O:2])([O-:3])[c:4]1[nH:5][cH:6][cH:7][n:8]1.[S:9](=[O:10])(=[O:11])([c:12]1[cH:13][cH:14][c:15]([CH3:16])[cH:17][cH:18]1)[CH2:19][CH2:20][CH2:21][S:22]([c:23]1[cH:24][cH:25][c:26]([CH3:27])[cH:28][cH:29]1)(=[O:30])=[O:31]>>[N+:1](=[O:2])([O-:3])[c:4]1[n:5][c:6]([CH2:21][CH2:20][CH2:19][S:9](=[O:10])(=[O:11])[c:12]2[cH:13][cH:14][c:15]([CH3:16])[cH:17][cH:18]2)[cH:7][nH:8]1. Reactants: BrN1C(CCC1=O)=O (N-bromosuccinimide), C(C1=CC=CC=C1)(=O)OOC(C1=CC=CC=C1)=O (dibenzoyl peroxide), ClC1=C(C(=O)OC)C=CC(=C1C)S(=O)(=O)C (methyl 2-chloro-3-methyl-4-methylsulfonylbenzoate). Solvent: C(Cl)(Cl)(Cl)Cl (carbon tetrachloride). Product: BrCC=1C(=C(C(=O)OC)C=CC1S(=O)(=O)C)Cl (Methyl 3-bromomethyl-2-chloro-4-methylsulfonylbenzoate). RXN SMILES: [Cl:1][C:2]1[C:11]([CH3:12])=[C:10]([S:13]([CH3:16])(=[O:15])=[O:14])[CH:9]=[CH:8][C:3]=1[C:4]([O:6][CH3:7])=[O:5].[Br:17]N1C(=O)CCC1=O.C(OOC(=O)C1C=CC=CC=1)(=O)C1C=CC=CC=1>C(Cl)(Cl)(Cl)Cl>[Br:17][CH2:12][C:11]1[C:2]([Cl:1])=[C:3]([CH:8]=[CH:9][C:10]=1[S:13]([CH3:16])(=[O:15])=[O:14])[C:4]([O:6][CH3:7])=[O:5]. Reported procedure: 44.14 g (0.17 mol) of methyl 2-chloro-3-methyl-4-methylsulfonylbenzoate were dissolved in 600 ml of carbon tetrachloride and treated with 29.91 g (0.17 mol) of N-bromosuccinimide and 0.41 g of dibenzoyl peroxide. The mixture was then refluxed and illuminated with a 300 W lamp. The reaction mixture was filtered, the filtrate was concentrated and the residue was taken up in diethyl ether. The solution was treated with n-heptane, and the precipitated solid was filtered off with suction and dried. Reactants: S1C(SC2=C1C=CC=C2)=NCCC2=CNC1=CC=CC=C21 (N-(1,3-benzodithiol-2-ylidene)-1H-indol-3-ethanamine), C1=CC(=CC=C1CCl)Cl (α,p-dichlorotoluene), [H-].[Na+] (Sodium hydride), O (water). Run in COCCOC (1,2-dimethoxyethane), COCCOC (1,2-dimethoxyethane), COCCOC (1,2-dimethoxyethane). Run at time 4 hour. Yields the product S1C(SC2=C1C=CC=C2)=NCCC2=CN(C1=CC=CC=C21)CC2=CC=C(C=C2)Cl (N-(1,3-Benzodithiol-2-ylidene)-1-[(4-chlorophenyl)methyl]-1H-indole-3-ethanamine). As a reaction SMILES: [H-].[Na+].[S:3]1[C:7]2[CH:8]=[CH:9][CH:10]=[CH:11][C:6]=2[S:5][C:4]1=[N:12][CH2:13][CH2:14][C:15]1[C:23]2[C:18](=[CH:19][CH:20]=[CH:21][CH:22]=2)[NH:17][CH:16]=1.[CH:24]1[C:29]([CH2:30]Cl)=[CH:28][CH:27]=[C:26]([Cl:32])[CH:25]=1.O>COCCOC>[S:3]1[C:7]2[CH:8]=[CH:9][CH:10]=[CH:11][C:6]=2[S:5][C:4]1=[N:12][CH2:13][CH2:14][C:15]1[C:23]2[C:18](=[CH:19][CH:20]=[CH:21][CH:22]=2)[N:17]([CH2:30][C:29]2[CH:28]=[CH:27][C:26]([Cl:32])=[CH:25][CH:24]=2)[CH:16]=1 |f:0.1|. Procedure: Sodium hydride (50% dispersion in mineral oil; 155 mg) is slurried in 5 ml of anhydrous 1,2-dimethoxyethane and treated dropwise with N-(1,3-benzodithiol-2-ylidene)-1H-indol-3-ethanamine (1g, prepared as described in Example 30) in 5 ml of anhydrous 1,2-dimethoxyethane. The mixture is heated at reflux for three hours. A solution of α,p-dichlorotoluene (520 mg) in 5 ml of anhydrous 1,2-dimethoxyethane is added dropwise to the refluxing reaction mixture. Refluxing is continued for 4 hours after ad... Starting materials: COC(=O)c1nc(CCl)n(-c2ccc(Cl)cc2C(=O)c2ccccc2)n1, CC(C)=O, [I-], [Na+]. Yields the product COC(=O)c1nc(CI)n(-c2ccc(Cl)cc2C(=O)c2ccccc2)n1. As a reaction SMILES: [CH3:1][O:2][C:3](=[O:4])[c:5]1[n:6][n:7](-[c:12]2[c:13]([C:19]([c:20]3[cH:21][cH:22][cH:23][cH:24][cH:25]3)=[O:26])[cH:14][c:15]([Cl:18])[cH:16][cH:17]2)[c:8]([CH2:10][Cl:11])[n:9]1.[CH3:29][C:30](=[O:31])[CH3:32].[I-:28].[Na+:27]>>[CH3:1][O:2][C:3](=[O:4])[c:5]1[n:6][n:7](-[c:12]2[c:13]([C:19]([c:20]3[cH:21][cH:22][cH:23][cH:24][cH:25]3)=[O:26])[cH:14][c:15]([Cl:18])[cH:16][cH:17]2)[c:8]([CH2:10][I:28])[n:9]1. Starting materials: FC1=C(C=CC(=C1)C)[N+](=O)[O-] (2-Fluoro-4-methyl-1-nitro-benzene), [Cr](=O)(=O)([O-])O[Cr](=O)(=O)[O-].[K+].[K+] (potassium dichromate), C(C)(=O)O (acetic acid), S(O)(O)(=O)=O (sulfuric acid). Conditions: temperature 120 celsius. The product is FC=1C=C(C(=O)O)C=CC1[N+](=O)[O-] (3-fluoro-4-nitro-benzoic acid). Isolated yield 83.0%. RXN SMILES: [F:1][C:2]1[CH:7]=C(C)[CH:5]=[CH:4][C:3]=1[N+:9]([O-:11])=[O:10].[Cr](O[Cr]([O-])(=O)=O)([O-])(=O)=O.[K+].[K+].S(=O)(=O)(O)O.[C:28]([OH:31])(=[O:30])[CH3:29]>>[F:1][C:2]1[CH:7]=[C:29]([CH:5]=[CH:4][C:3]=1[N+:9]([O-:11])=[O:10])[C:28]([OH:31])=[O:30] |f:1.2.3|. Procedure details: 2-Fluoro-4-methyl-1-nitro-benzene (1.0 g, 12.9 mmol) was added portion-wise to a suspension of potassium dichromate (5.04 g, 17.16 mmol) in glacial acetic acid (8 mL) follow by concentrated sulfuric acid (3.6 mL). The reaction mixture was heated to 120° C. for 2 h and then allowed to cool to ambient temperature. The reaction was quenched with crushed ice and extracted with ethyl acetate. The organic layer was washed with brine, dried over anhydrous sodium sulfate and concentrated in vacuo to aff... Reactants: ClC=1C2=C(N=C(N1)N1CCN(CC1)C1=CC=C(C=C1)Cl)CCS2=O (4-chloro-2-[4-(4-chloro-phenyl)-piperazin-1-yl]-6,7-dihydro-thieno[3,2-d]pyrimidine 5-oxide), O (water), N[C@H](CC(C)C)CO (D-leucinol), C(C)(C)N(CC)C(C)C (diisopropylethylamine). Run in O1CCOCC1 (dioxane). Reaction conditions: temperature 120 celsius. Product: ClC1=CC=C(C=C1)N1CCN(CC1)C=1N=C(C2=C(N1)CCS2=O)N[C@@H](CO)CC(C)C ((R)-2-{2-[4-(4-CHLORO-PHENYL)-PIPERAZIN-1-YL]-5-OXO-6,7-DIHYDRO-5H-5λ4-THIENO [3,2-D]PYRIMIDIN-4-YLAMINO}-4-METHYL-PENTAN-1-OL). Reaction SMILES: Cl[C:2]1[C:3]2[S:23](=[O:24])[CH2:22][CH2:21][C:4]=2[N:5]=[C:6]([N:8]2[CH2:13][CH2:12][N:11]([C:14]3[CH:19]=[CH:18][C:17]([Cl:20])=[CH:16][CH:15]=3)[CH2:10][CH2:9]2)[N:7]=1.[NH2:25][C@@H:26]([CH2:31][OH:32])[CH2:27][CH:28]([CH3:30])[CH3:29].C(N(C(C)C)CC)(C)C.O>O1CCOCC1>[Cl:20][C:17]1[CH:18]=[CH:19][C:14]([N:11]2[CH2:12][CH2:13][N:8]([C:6]3[N:7]=[C:2]([NH:25][C@H:26]([CH2:27][CH:28]([CH3:30])[CH3:29])[CH2:31][OH:32])[C:3]4[S:23](=[O:24])[CH2:22][CH2:21][C:4]=4[N:5]=3)[CH2:9][CH2:10]2)=[CH:15][CH:16]=1. Reported procedure: 220 mg 4-chloro-2-[4-(4-chloro-phenyl)-piperazin-1-yl]-6,7-dihydro-thieno[3,2-d]pyrimidine 5-oxide (cf Example 124), 134.53 mg D-leucinol and 197.52 μl diisopropylethylamine are placed in 4 ml dioxane, heated to 120° C. in the microwave for 0.3 hours. Then the reaction mixture is mixed with water, the precipitate formed is suction filtered, washed and dried. The diastereomers are separated by preparative HPLC (method B). 43.9 mg of Diastereomer 1 (Example 53) and 46.9 mg of Diastereomer 2 (Examp... Starting materials: Cl.ClC1=CC=NC2=CC(=C(C=C12)OC)OC (4-chloro-6,7-dimethoxyquinoline hydrochloride), C(C)(C)O (isopropanol). Run in NC=1C=C(C=CC1)O (3-aminophenol). The product is Cl.COC=1C=C2C(=CC=NC2=CC1OC)NC1=CC(=CC=C1)O (6,7-dimethoxy-4-(3-hydroxyanilino)quinoline hydrochloride). Isolated yield 47.0%. Reaction SMILES: Cl.[Cl:2][C:3]1[C:12]2[C:7](=[CH:8][C:9]([O:15][CH3:16])=[C:10]([O:13][CH3:14])[CH:11]=2)[N:6]=[CH:5][CH:4]=1.[CH:17]([OH:20])([CH3:19])[CH3:18]>NC1C=C(O)C=CC=1>[ClH:2].[CH3:14][O:13][C:10]1[CH:11]=[C:12]2[C:7](=[CH:8][C:9]=1[O:15][CH3:16])[N:6]=[CH:5][CH:4]=[C:3]2[NH:6][C:5]1[CH:4]=[CH:3][CH:19]=[C:17]([OH:20])[CH:18]=1 |f:0.1,4.5|. Procedure details: A mixture of 4-chloro-6,7-dimethoxyquinoline hydrochloride (540 mg, 2.08 mmol), (prepared as described for the starting material in Example 2), in 3-aminophenol (1 ml) and isopropanol (15 ml) was heated at reflux for 2 hours. The mixture was allowed to cool and the solid product was collected by filtration, washed with acetone and dried to give 6,7-dimethoxy-4-(3-hydroxyanilino)quinoline hydrochloride (336 mg, 47%). Starting materials: C[Al](C)C, CCOC(C)=O, Cc1ccccc1, Cc1cnc(N)cn1, COC(=O)C(O)COC(C)CO[Si](C(C)C)(C(C)C)C(C)C. Yields the product Cc1cnc(NC(=O)C(O)COC(C)CO[Si](C(C)C)(C(C)C)C(C)C)cn1. Reaction SMILES: [CH3:1][Al:2]([CH3:3])[CH3:4].[CH3:35][CH2:36][O:37][C:38](=[O:39])[CH3:40].[CH3:41][c:42]1[cH:43][cH:44][cH:45][cH:46][cH:47]1.[CH3:5][c:6]1[n:7][cH:8][c:9]([NH2:12])[n:10][cH:11]1.[OH:13][CH:14]([C:15](=[O:16])[O:17][CH3:18])[CH2:19][O:20][CH:21]([CH2:22][O:23][Si:24]([CH:25]([CH3:26])[CH3:27])([CH:28]([CH3:29])[CH3:30])[CH:31]([CH3:32])[CH3:33])[CH3:34]>>[CH3:5][c:6]1[n:7][cH:8][c:9]([NH:12][C:15]([CH:14]([OH:13])[CH2:19][O:20][CH:21]([CH2:22][O:23][Si:24]([CH:25]([CH3:26])[CH3:27])([CH:28]([CH3:29])[CH3:30])[CH:31]([CH3:32])[CH3:33])[CH3:34])=[O:16])[n:10][cH:11]1.